From a dataset of the Open Reaction Database (ORD), a public repository of structured organic reaction records. describe an organic reaction: reactants, conditions, products, and yield Yields the product CSCC(C)C(=O)N(C)c1sc(-c2cccnc2)nc1Cl. Reaction SMILES: [CH3:21][CH:22]([C:23](=[O:24])[Cl:25])[CH2:26][S:27][CH3:28].[Cl:1][c:2]1[n:3][c:4](-[c:9]2[cH:10][n:11][cH:12][cH:13][cH:14]2)[s:5][c:6]1[NH:7][CH3:8].[Cl:29][CH:30]([Cl:31])[CH3:32].[OH2:33].[cH:15]1[cH:16][cH:17][n:18][cH:19][cH:20]1>>[Cl:1][c:2]1[n:3][c:4](-[c:9]2[cH:10][n:11][cH:12][cH:13][cH:14]2)[s:5][c:6]1[N:7]([CH3:8])[C:23]([CH:22]([CH3:21])[CH2:26][S:27][CH3:28])=[O:24]. Starting materials: CSCC(C)C(=O)Cl, CNc1sc(-c2cccnc2)nc1Cl, CC(Cl)Cl, O, c1ccncc1. The product is CC(C)(C)OC(=O)CC(=O)N(CC(F)(F)F)c1ccc(Cl)cc1. Reactants: CC(C)(C)OC(=O)CC(=O)[O-], CCN=C=NCCCN(C)C, CCOC(C)=O, FC(F)(F)CNc1ccc(Cl)cc1, ClCCl, Cl. RXN SMILES: [C:14]([CH2:15][C:16](=[O:17])[O-:18])(=[O:19])[O:20][C:21]([CH3:22])([CH3:23])[CH3:24].[CH3:26][N:27]([CH3:28])[CH2:29][CH2:30][CH2:31][N:32]=[C:33]=[N:34][CH2:35][CH3:36].[CH3:40][CH2:41][O:42][C:43](=[O:44])[CH3:45].[Cl:1][c:2]1[cH:3][cH:4][c:5]([NH:8][CH2:9][C:10]([F:11])([F:12])[F:13])[cH:6][cH:7]1.[Cl:37][CH2:38][Cl:39].[ClH:25]>>[Cl:1][c:2]1[cH:3][cH:4][c:5]([N:8]([CH2:9][C:10]([F:11])([F:12])[F:13])[C:16]([CH2:15][C:14](=[O:19])[O:20][C:21]([CH3:22])([CH3:23])[CH3:24])=[O:17])[cH:6][cH:7]1. Reactants: [BH4-], CC(=O)[O-], CC(=O)[O-], C=C, CCO, Cl, [H][H], [Na+], [Na+], [Ni+2], [OH-], CC(O)CCCCCCC#CCC(=O)O. Product: CC(O)CCCCCCCC=CC(=O)O. RXN SMILES: [BH4-:3].[C:28]([O-:29])(=[O:30])[CH3:31].[C:33]([O-:34])(=[O:35])[CH3:36].[CH2:5]=[CH2:6].[CH3:23][CH2:24][OH:25].[ClH:22].[H:1][H:2].[Na+:27].[Na+:4].[Ni+2:32].[OH-:26].[OH:7][CH:8]([CH2:9][CH2:10][CH2:11][CH2:12][CH2:13][CH2:14][C:15]#[C:16][CH2:17][C:18](=[O:19])[OH:20])[CH3:21]>>[OH:7][CH:8]([CH2:9][CH2:10][CH2:11][CH2:12][CH2:13][CH2:14][CH2:15][CH:16]=[CH:17][C:18](=[O:19])[OH:20])[CH3:21]. Starting materials: C=CCC(CC(=O)OC(C)(C)C)C(=O)O, CCN=C=NCCCN(C)C, CN(C)C=O, CCN(C(C)C)C(C)C, Cl, CC(NC(=O)C(N)C(C)(C)C)c1ccccc1, On1nnc2cccnc21. Product: C=CCC(CC(=O)OC(C)(C)C)C(=O)NC(C(=O)NC(C)c1ccccc1)C(C)(C)C. Reaction SMILES: [C:12]([CH3:13])([CH3:14])([CH3:15])[O:16][C:17]([CH2:18][CH:19]([C:20](=[O:21])[OH:22])[CH2:23][CH:24]=[CH2:25])=[O:26].[CH3:1][N:2]([CH2:3][CH2:4][CH2:5][N:6]=[C:7]=[N:8][CH2:9][CH3:10])[CH3:11].[CH3:64][N:65]([CH3:66])[CH:67]=[O:68].[CH:55]([N:56]([CH:57]([CH3:58])[CH3:59])[CH2:60][CH3:61])([CH3:62])[CH3:63].[ClH:37].[NH2:38][CH:39]([C:40](=[O:41])[NH:42][CH:43]([CH3:44])[c:45]1[cH:46][cH:47][cH:48][cH:49][cH:50]1)[C:51]([CH3:52])([CH3:53])[CH3:54].[OH:27][n:28]1[c:29]2[n:30][cH:31][cH:32][cH:33][c:34]2[n:35][n:36]1>>[C:12]([CH3:13])([CH3:14])([CH3:15])[O:16][C:17]([CH2:18][CH:19]([C:20](=[O:22])[NH:38][CH:39]([C:40](=[O:41])[NH:42][CH:43]([CH3:44])[c:45]1[cH:46][cH:47][cH:48][cH:49][cH:50]1)[C:51]([CH3:52])([CH3:53])[CH3:54])[CH2:23][CH:24]=[CH2:25])=[O:26]. The reactants are crude mixture, ClC=1N=CC(=NC1)C(=O)OC (methyl 5-chloropyrazine-2-carboxylate), C(=O)([O-])[O-].[K+].[K+] (K2CO3), CC=1NC=CN1 (2-methyl-1H-imidazole). Run in CN(C=O)C (N,N-dimethylformamide). Conditions: temperature 100 celsius. Product: CC=1N(C=CN1)C=1N=CC(=NC1)C(=O)O (5-(2-Methyl-1H-imidazol-1-yl)pyrazine-2-carboxylic acid). Reaction SMILES: Cl[C:2]1[N:3]=[CH:4][C:5]([C:8]([O:10]C)=[O:9])=[N:6][CH:7]=1.C([O-])([O-])=O.[K+].[K+].[CH3:18][C:19]1[NH:20][CH:21]=[CH:22][N:23]=1>CN(C)C=O>[CH3:18][C:19]1[N:20]([C:2]2[N:3]=[CH:4][C:5]([C:8]([OH:10])=[O:9])=[N:6][CH:7]=2)[CH:21]=[CH:22][N:23]=1 |f:1.2.3|. Procedure details: A mixture of methyl 5-chloropyrazine-2-carboxylate (0.75 g), K2CO3 (1.8 g) and 2-methyl-1H-imidazole (1.3 g) in N,N-dimethylformamide (6 mL) is heated to 100° C. overnight. Analysis of the crude mixture by LCMS shows saponified product. The solvents are evaporated and the crude product is purified by HPLC. LC (method 20): tR=0.27 min; Mass spectrum (APCI): m/z=205 [M+H]+. Starting materials: C(C)OC(C(C)(C)OC1=C(C=C(C=C1)OCC=1C(=NC(=NC1)C=1C=NC(=CC1)C(F)(F)F)CCOC)C)=O (2-{4-[4-(2-methoxy-ethyl)-2-(6-trifluoromethyl-pyridin-3-yl)-pyrimidin-5-ylmethoxy]-2-methyl-phenoxy}-2-methyl-propionic acid ethyl ester), [Li+].[OH-] (LiOH). Solvent: C1CCOC1.CO (THF MeOH), CCOCC (ether). Conditions: time 15 hour. Yields the product COCCC1=NC(=NC=C1COC1=CC(=C(OC(C(=O)O)(C)C)C=C1)C)C=1C=NC(=CC1)C(F)(F)F (2-{4-[4-(2-Methoxy-ethyl)-2-(6-trifluoromethyl-pyridin-3-yl)-pyrimidin-5-ylmethoxy]-2-methyl-phenoxy}-2-methyl-propionic acid). Isolated yield 52.2%. Reaction SMILES: C([O:3][C:4](=[O:38])[C:5]([O:8][C:9]1[CH:14]=[CH:13][C:12]([O:15][CH2:16][C:17]2[C:18]([CH2:33][CH2:34][O:35][CH3:36])=[N:19][C:20]([C:23]3[CH:24]=[N:25][C:26]([C:29]([F:32])([F:31])[F:30])=[CH:27][CH:28]=3)=[N:21][CH:22]=2)=[CH:11][C:10]=1[CH3:37])([CH3:7])[CH3:6])C.[Li+].[OH-]>C1COCC1.CO.CCOCC>[CH3:36][O:35][CH2:34][CH2:33][C:18]1[C:17]([CH2:16][O:15][C:12]2[CH:13]=[CH:14][C:9]([O:8][C:5]([CH3:6])([CH3:7])[C:4]([OH:38])=[O:3])=[C:10]([CH3:37])[CH:11]=2)=[CH:22][N:21]=[C:20]([C:23]2[CH:24]=[N:25][C:26]([C:29]([F:32])([F:30])[F:31])=[CH:27][CH:28]=2)[N:19]=1 |f:1.2,3.4|. Procedure details: A solution of 133 mg (0.25 mmol) 2-{4-[4-(2-methoxy-ethyl)-2-(6-trifluoromethyl-pyridin-3-yl)-pyrimidin-5-ylmethoxy]-2-methyl-phenoxy}-2-methyl-propionic acid ethyl ester (example 101A]) in 1.5 ml of THF/MeOH (1:1) was cooled (0° C.) treated with 0.75 ml 1N LiOH and stirred for 15 h at RT. The reaction mixture was taken up in ether and washed with aqueous 10% KHSO4 solution and aqueous 10% NaCl. The organic phase was dried (Na2SO4) and evaporated. The crude product was suspended in ether (RT to ... The reactants are Example 1 ( a ), CC(C=CCCCCC)=O (3-nonen-2-one), C(CC)(=O)OC(CC)=O (propionic anhydride), C1(C=CCCCCCCCCCCCC1)=O (2-cyclopentadecenone), C(C)(=O)OC(C)=O (acetic anhydride). Yields the product C(CC)(=O)OC(C)=CC(CCCCC)C (4-methyl-2-nonene-2-yl propionate). The yield is 83.0%. As a reaction SMILES: [C:1]1(=[O:16])[CH2:15]CCCCCC[CH2:8][CH2:7][CH2:6][CH2:5][CH2:4][CH:3]=[CH:2]1.[C:17](OC(=O)C)(=O)C.C[C:25](=[O:33])[CH:26]=[CH:27]CCCCC.C(OC(=O)CC)(=O)CC>>[C:25]([O:16][C:1](=[CH:2][CH:3]([CH3:17])[CH2:4][CH2:5][CH2:6][CH2:7][CH3:8])[CH3:15])(=[O:33])[CH2:26][CH3:27]. Procedure details: The same procedure as described in Example 1 (a) was carried out, except that 2-cyclopentadecenone and acetic anhydride were replaced with 3-nonen-2-one and propionic anhydride, respectively, to produce 4-methyl-2-nonene-2-yl propionate in 83% yield. E/Z=13/87. Reactants: N1=CC(=CC=C1)C(=O)NCCCCC1=CC=C(C=C1)C=1CCC(NN1)=O (6-[4-(4-(pyridin-3-ylcarbonylamino)butyl)phenyl]-4,5-dihydropyridazin-3(2H)-one), C(C)(C)OC(C)C (Diisopropyl ether), Br.C(C)(=O)O (hydrogen bromide acetic acid), CS(=O)C (dimethylsulfoxide). Solvent: C(C)(=O)O (acetic acid), C(C)O (Ethanol). Run at time 5 minute. Yields the product N1=CC(=CC=C1)C(=O)NCCCCC1=CC=C(C=C1)C=1C=CC(NN1)=O (6-[4-(4-(pyridin-3-ylcarbonylamino)butyl)phenyl]pyridazin-3(2H)-one). Isolated yield 89.5%. Reaction SMILES: [N:1]1[CH:6]=[CH:5][CH:4]=[C:3]([C:7]([NH:9][CH2:10][CH2:11][CH2:12][CH2:13][C:14]2[CH:19]=[CH:18][C:17]([C:20]3[CH2:21][CH2:22][C:23](=[O:26])[NH:24][N:25]=3)=[CH:16][CH:15]=2)=[O:8])[CH:2]=1.Br.C(O)(=O)C.CS(C)=O.C(OC(C)C)(C)C>C(O)(=O)C.C(O)C>[N:1]1[CH:6]=[CH:5][CH:4]=[C:3]([C:7]([NH:9][CH2:10][CH2:11][CH2:12][CH2:13][C:14]2[CH:19]=[CH:18][C:17]([C:20]3[CH:21]=[CH:22][C:23](=[O:26])[NH:24][N:25]=3)=[CH:16][CH:15]=2)=[O:8])[CH:2]=1 |f:1.2|. Procedure: In acetic acid (100 ml) was dissolved 10.0 g of 6-[4-(4-(pyridin-3-ylcarbonylamino)butyl)phenyl]-4,5-dihydropyridazin-3(2H)-one. 25 % hydrogen bromide-acetic acid (100 ml) was added to the solution, and the mixture was stirred at room temperature for 5 minutes. 2.9 g of dimethylsulfoxide was added to the mixture at room temperature, and the resulting mixture was stirred at the same temperature for 1 hour. Ethanol (150 ml) was added to the reaction mixture, and the mixture was stirred for 2 hours... Starting materials: FC=1C=C2C(=C(/C(/C2=CC1)=C/C1=CC=C(C=C1)S(=O)(=O)C)C)CC(=O)OC (Methyl (Z)-5-fluoro-2-methyl-1-(4-methylsulfonylbenzylidene)inden-3-ylacetate), [H-].C(C(C)C)[Al+]CC(C)C (diisobutyl aluminum hydride), C1(=CC=CC=C1)C (toluene). The solvent is C1CCOC1 (THF). Conditions: temperature 0 celsius, time 1 hour. Yields the product FC=1C=C2C(=C(/C(/C2=CC1)=C/C1=CC=C(C=C1)S(=O)(=O)C)C)CCO ((Z)-5-Fluoro-3-(2-hydroxyethyl)-2-methyl-1-(4-methylsulfonylbenzylidene)indene). As a reaction SMILES: [F:1][C:2]1[CH:3]=[C:4]2[C:8](=[CH:9][CH:10]=1)/[C:7](=[CH:11]\[C:12]1[CH:17]=[CH:16][C:15]([S:18]([CH3:21])(=[O:20])=[O:19])=[CH:14][CH:13]=1)/[C:6]([CH3:22])=[C:5]2[CH2:23][C:24](OC)=[O:25].[H-].C([Al+]CC(C)C)C(C)C.C1(C)C=CC=CC=1>C1COCC1>[F:1][C:2]1[CH:3]=[C:4]2[C:8](=[CH:9][CH:10]=1)/[C:7](=[CH:11]\[C:12]1[CH:17]=[CH:16][C:15]([S:18]([CH3:21])(=[O:19])=[O:20])=[CH:14][CH:13]=1)/[C:6]([CH3:22])=[C:5]2[CH2:23][CH2:24][OH:25] |f:1.2|. Procedure details: To a solution of the ester from Step 1 (2.7 g, 7 mmol) in THF (20 mL) at 0° C. there was added diisobutyl aluminum hydride (1M) in toluene (17 mL, 17 mmol) and the mixture was stirred at 0° C. for 1 hour, then quenched with methanol (10 mL). Ethyl acetate and 1N aqueous HCl were added and after collection of the organic phase the aqueous phase was extracted once more with ethyl acetate. The combined organic extracts, after washing with water three times and drying over Na2SO4, afforded on evapor... The reactants are C1(CCCC1)[Si](OCC)(OCC)OCC (cyclopentyl triethoxysilane), C(C)(C)O (isopropyl alcohol), C[Si](Cl)(C)C (trimethylchlorosilane). Reagents/catalysts: [O-]CC.[Na+] (sodium ethoxide). Product: C(C)(C)O[Si](OCC)(OCC)C1CCCC1 (isopropoxy cyclopentyl diethoxysilane). The yield is 46.1%. RXN SMILES: [CH:1]1([Si:6]([O:13][CH2:14][CH3:15])([O:10][CH2:11][CH3:12])[O:7][CH2:8][CH3:9])[CH2:5][CH2:4][CH2:3][CH2:2]1.[CH:16](O)(C)C.C[Si](C)(C)Cl>[O-]CC.[Na+]>[CH:11]([O:10][Si:6]([CH:1]1[CH2:2][CH2:3][CH2:4][CH2:5]1)([O:13][CH2:14][CH3:15])[O:7][CH2:8][CH3:9])([CH3:16])[CH3:12] |f:3.4|. Procedure details: In a 500 ml three-neck flask provided with a magnetic stirrer and a reflux condenser were charged 19.6 g (0.0841 mole) of cyclopentyl triethoxysilane, 98.0 g (1.63 mole) of isopropyl alcohol and 198.7 mg (2.92 m mole) of sodium ethoxide, which were then reacted with each other at room temperature for 2 hours under stirring. Then, trimethylchlorosilane was added to neutralize the alkali. Then, 9.56 g (0.0388 mole) of isopropoxy cyclopentyl diethoxysilane were obtained by vacuum distillation. Its ...